Dataset: the Open Reaction Database (ORD), a public repository of structured organic reaction records. Task: describe an organic reaction: reactants, conditions, products, and yield The product is C=CC(=O)Nc1cccc(Nc2cc(Oc3cccc(OC)c3)ncn2)n1. RXN SMILES: [C:24]([CH:25]=[CH2:26])(=[O:27])[Cl:28].[CH2:29]1[O:30][CH2:31][CH2:32][CH2:33]1.[CH3:34][N:35]1[CH2:36][CH2:37][CH2:38][C:39]1=[O:40].[O:1]([CH3:2])[c:3]1[cH:4][c:5]([O:6][c:7]2[cH:8][c:9]([NH:13][c:14]3[n:15][c:16]([NH2:20])[cH:17][cH:18][cH:19]3)[n:10][cH:11][n:12]2)[cH:21][cH:22][cH:23]1>>[O:1]([CH3:2])[c:3]1[cH:4][c:5]([O:6][c:7]2[cH:8][c:9]([NH:13][c:14]3[n:15][c:16]([NH:20][C:24]([CH:25]=[CH2:26])=[O:27])[cH:17][cH:18][cH:19]3)[n:10][cH:11][n:12]2)[cH:21][cH:22][cH:23]1. Reactants: C=CC(=O)Cl, C1CCOC1, CN1CCCC1=O, COc1cccc(Oc2cc(Nc3cccc(N)n3)ncn2)c1. The reactants are CCOC(=O)CN(Cc1ccc(OC)cc1)S(=O)(=O)c1ccc(OC)cc1, C[O-], CO, Cl, NO, [Na+]. Yields the product COc1ccc(CN(CC(=O)NO)S(=O)(=O)c2ccc(OC)cc2)cc1. Reaction SMILES: [CH3:1][O:2][c:3]1[cH:4][cH:5][c:6]([S:9](=[O:10])(=[O:11])[N:12]([CH2:13][C:14](=[O:15])[O:16][CH2:17][CH3:18])[CH2:19][c:20]2[cH:21][cH:22][c:23]([O:26][CH3:27])[cH:24][cH:25]2)[cH:7][cH:8]1.[CH3:31][O-:32].[CH3:34][OH:35].[ClH:28].[NH2:29][OH:30].[Na+:33]>>[CH3:1][O:2][c:3]1[cH:4][cH:5][c:6]([S:9](=[O:10])(=[O:11])[N:12]([CH2:13][C:14](=[O:15])[NH:29][OH:30])[CH2:19][c:20]2[cH:21][cH:22][c:23]([O:26][CH3:27])[cH:24][cH:25]2)[cH:7][cH:8]1. Starting materials: O=C([O-])[O-], CN(C)C=O, CCOC(C)=O, CC(n1ccn(-c2ccc(-n3cnnn3)cc2)c1=O)C(O)(COS(C)(=O)=O)c1ccccc1F, [K+], [K+], c1nc[nH]n1. Product: CC(n1ccn(-c2ccc(-n3cnnn3)cc2)c1=O)C(O)(Cn1cncn1)c1ccccc1F. As a reaction SMILES: [C:40](=[O:41])([O-:42])[O-:43].[CH3:46][N:47]([CH3:48])[CH:49]=[O:50].[CH3:51][CH2:52][O:53][C:54](=[O:55])[CH3:56].[F:1][c:2]1[c:3]([C:8]([CH:9]([CH3:10])[n:11]2[c:12](=[O:27])[n:13](-[c:16]3[cH:17][cH:18][c:19](-[n:22]4[n:23][n:24][n:25][cH:26]4)[cH:20][cH:21]3)[cH:14][cH:15]2)([CH2:28][O:29][S:30]([CH3:31])(=[O:32])=[O:33])[OH:34])[cH:4][cH:5][cH:6][cH:7]1.[K+:44].[K+:45].[nH:35]1[n:36][cH:37][n:38][cH:39]1>>[F:1][c:2]1[c:3]([C:8]([CH:9]([CH3:10])[n:11]2[c:12](=[O:27])[n:13](-[c:16]3[cH:17][cH:18][c:19](-[n:22]4[n:23][n:24][n:25][cH:26]4)[cH:20][cH:21]3)[cH:14][cH:15]2)([CH2:28][n:35]2[n:36][cH:37][n:38][cH:39]2)[OH:34])[cH:4][cH:5][cH:6][cH:7]1. Starting materials: TEA, N[C@@H](CCCCNC(=O)OCC1=CC=CC=C1)C(=O)N1[C@H](C(=O)OC)CCC1.FC(F)(F)C(=O)O (H-Lys(Z)-Pro-OMe trifluoroacetate), N[C@@H](CC1=CC=CC=C1)C(=O)N1[C@H](C(=O)OC)CCC1 (H-Phe-Pro-OMe), TEA, N[C@@H](CCCCNC(=O)OCC1=CC=CC=C1)C(=O)N1[C@H](C(=O)OC)CCC1.FC(F)(F)C(=O)O (H-Lys(Z)-Pro-OMe trifluoroacetate). Yields the product N[C@@H](CCC(OCC1=CC=CC=C1)=O)C(=O)N1[C@H](C(=O)OC)CCC1.FC(F)(F)C(=O)O (H-Glu(Bzl)-Pro-OMe trifluoroacetate), TEA. As a reaction SMILES: [NH2:1][C@H:2]([C:10]([N:12]1[CH2:20][CH2:19][CH2:18][C@H:13]1[C:14]([O:16][CH3:17])=[O:15])=[O:11])[CH2:3][C:4]1[CH:9]=CC=CC=1.N[C@H](C(N1CCC[C@H]1C(OC)=O)=O)CCCCNC([O:30][CH2:31][C:32]1[CH:37]=[CH:36][CH:35]=[CH:34][CH:33]=1)=O.[F:49][C:50]([C:53]([OH:55])=[O:54])([F:52])[F:51]>>[NH2:1][C@H:2]([C:10]([N:12]1[CH2:20][CH2:19][CH2:18][C@H:13]1[C:14]([O:16][CH3:17])=[O:15])=[O:11])[CH2:3][CH2:4][C:9](=[O:54])[O:30][CH2:31][C:32]1[CH:37]=[CH:36][CH:35]=[CH:34][CH:33]=1.[F:49][C:50]([C:53]([OH:55])=[O:54])([F:52])[F:51] |f:1.2,3.4|. Reported procedure: Instead of H-Phe-Pro-OMe (1 equivalent) and TEA (1 equivalent) in (b), (c) H-Lys(Z)-Pro-OMe trifluoroacetate (1 equivalent) and TEA (2 equivalents) were used to obtain (c') oleoyl-Lys(Z)-Pro-OMe (SUAM 1197) as an oil, and (d) H-Glu(Bzl)-Pro-OMe trifluoroacetate (1 equivalent) and TEA (2-equivalents) were used to obtain (d') oleoyl-Glu(Bzl)-Pro-OMe (SUAM 1196) as an oil.